This data is from the Open Reaction Database (ORD), a public repository of structured organic reaction records. The task is: describe an organic reaction: reactants, conditions, products, and yield The reactants are [Si](C)(C)(C(C)(C)C)O[C@H]1[C@@H](O[C@@H]([C@H]1O[Si](C)(C)C(C)(C)C)C)N1C(=O)N=C(NC(=O)OCCCCC)C(=C1)I (2′,3′-bis-O-(tert-butyldimethylsilyl)-5′-deoxy-5-iodo-N4-(n-pentyloxycarbonyl)cytidine), C[Si](C)(C)C#C (trimethylsilyl-acetylene). The reagents and catalysts are Cl[Pd]([P](C1=CC=CC=C1)(C2=CC=CC=C2)C3=CC=CC=C3)([P](C4=CC=CC=C4)(C5=CC=CC=C5)C6=CC=CC=C6)Cl (Pd(PPh3)2Cl2). The solvent is C(Cl)Cl (CH2Cl2), CCN(CC)CC (Et3N). Conditions: time 2 hour. Product: [Si](C)(C)(C(C)(C)C)O[C@H]1[C@@H](O[C@@H]([C@H]1O[Si](C)(C)C(C)(C)C)C)N1C(=O)N=C(NC(=O)OCCCCC)C(=C1)C#C[Si](C)(C)C (2′,3′-bis-O-(tert-butyldimethylsilyl)-5′-deoxy-5-[(trimethylsilyl)ethynyl]-N4-(n-pentyloxycarbonyl)-cytidine). Isolated yield 26.0%. RXN SMILES: [Si:1]([O:8][C@@H:9]1[C@H:13]([O:14][Si:15]([C:18]([CH3:21])([CH3:20])[CH3:19])([CH3:17])[CH3:16])[C@@H:12]([CH3:22])[O:11][C@H:10]1[N:23]1[CH:38]=[C:37](I)[C:27]([NH:28][C:29]([O:31][CH2:32][CH2:33][CH2:34][CH2:35][CH3:36])=[O:30])=[N:26][C:24]1=[O:25])([C:4]([CH3:7])([CH3:6])[CH3:5])([CH3:3])[CH3:2].[CH3:40][Si:41]([C:44]#[CH:45])([CH3:43])[CH3:42]>C(Cl)Cl.CCN(CC)CC.Cl[Pd](Cl)([P](C1C=CC=CC=1)(C1C=CC=CC=1)C1C=CC=CC=1)[P](C1C=CC=CC=1)(C1C=CC=CC=1)C1C=CC=CC=1>[Si:1]([O:8][C@@H:9]1[C@H:13]([O:14][Si:15]([C:18]([CH3:21])([CH3:20])[CH3:19])([CH3:17])[CH3:16])[C@@H:12]([CH3:22])[O:11][C@H:10]1[N:23]1[CH:38]=[C:37]([C:45]#[C:44][Si:41]([CH3:43])([CH3:42])[CH3:40])[C:27]([NH:28][C:29]([O:31][CH2:32][CH2:33][CH2:34][CH2:35][CH3:36])=[O:30])=[N:26][C:24]1=[O:25])([C:4]([CH3:7])([CH3:6])[CH3:5])([CH3:3])[CH3:2] |^1:58,77|. Procedure: To a solution of 2′,3′-bis-O-(tert-butyldimethylsilyl)-5′-deoxy-5-iodo-N4-(n-pentyloxycarbonyl)cytidine (130 mg, 0.18 mmol) in CH2Cl2(2 ml) and Et3N(2 ml) Cul (10.7 mg, 0.1056 mmol), Pd(PPh3)2Cl2 (2.6 mg, 0.0036 mmol), and trimethylsilyl-acetylene (58.6 μl, 0.40 mmol) were added and stirred for 2 hours at room temperature under Ar in the dark. The reaction mixture was concentrated under reduced pressure and the residue was dissolved in EtOAc(25 ml×3), washed with 2% aq. EDTA·2Na(10 ml×2), water ... The reactants are BrCc1ccccc1, O=C([O-])[O-], Cc1[nH]c2ccccc2c1CC(=O)O, [K+], [K+], CN(C)C=O, O. The product is Cc1[nH]c2ccccc2c1CC(=O)OCc1ccccc1. As a reaction SMILES: [Br:7][CH2:8][c:9]1[cH:10][cH:11][cH:12][cH:13][cH:14]1.[C:1](=[O:2])([O-:3])[O-:4].[CH3:20][c:21]1[nH:22][c:23]2[cH:24][cH:25][cH:26][cH:27][c:28]2[c:29]1[CH2:30][C:31](=[O:32])[OH:33].[K+:5].[K+:6].[O:15]=[CH:16][N:17]([CH3:18])[CH3:19].[OH2:34]>>[CH2:8]([c:9]1[cH:10][cH:11][cH:12][cH:13][cH:14]1)[O:33][C:31]([CH2:30][c:29]1[c:21]([CH3:20])[nH:22][c:23]2[cH:24][cH:25][cH:26][cH:27][c:28]21)=[O:32]. Starting materials: NC=1SC(=NN1)SCC1=C(C(=C(C=C1)C(C)=O)O)CCC (2-amino5-[(4-acetyl-3-hydroxy-2-propylbenzyl)thio]-1,3,4- thiadiazole), C(CC(=O)[O-])(=O)OCC1=CC=C(C=C1)OC (mono-p-methoxybenzyl malonate), C1(CCCCC1)N=C=NC1CCCCC1 (dicyclohexylcarbodiimide), C1(CCCCC1)N=C=NC1CCCCC1 (dicyclohexylcarbodiimide), resultant mixture, C1(=CC=C(C=C1)S(=O)(=O)O)C (p-toluenesulfonic acid), C(CC(=O)[O-])(=O)OCC1=CC=C(C=C1)OC (mono-p-methoxybenzyl malonate). Solvent: C(C)(=O)OCC (ethyl acetate), N1=CC=CC=C1 (pyridine). Yields the product C(C)(=O)C1=C(C(=C(CSC2=NN=C(S2)NC(CC(=O)OCC2=CC=C(C=C2)OC)=O)C=C1)CCC)O (p-methoxybenzyl 3-[[ 5-[(4-acetyl-3-hydroxy-2-propylbenzyl)thio]-1,3,4-thiadiazol-2-yl]amino]-3-oxopropionate). Yield: 17.4%. As a reaction SMILES: [NH2:1][C:2]1[S:3][C:4]([S:7][CH2:8][C:9]2[CH:14]=[CH:13][C:12]([C:15](=[O:17])[CH3:16])=[C:11]([OH:18])[C:10]=2[CH2:19][CH2:20][CH3:21])=[N:5][N:6]=1.[C:22]([O:28][CH2:29][C:30]1[CH:35]=[CH:34][C:33]([O:36][CH3:37])=[CH:32][CH:31]=1)(=[O:27])[CH2:23][C:24]([O-])=[O:25].C1(N=C=NC2CCCCC2)CCCCC1.C1(C)C=CC(S(O)(=O)=O)=CC=1>N1C=CC=CC=1.C(OCC)(=O)C>[C:15]([C:12]1[CH:13]=[CH:14][C:9]([CH2:8][S:7][C:4]2[S:3][C:2]([NH:1][C:24](=[O:25])[CH2:23][C:22]([O:28][CH2:29][C:30]3[CH:31]=[CH:32][C:33]([O:36][CH3:37])=[CH:34][CH:35]=3)=[O:27])=[N:6][N:5]=2)=[C:10]([CH2:19][CH2:20][CH3:21])[C:11]=1[OH:18])(=[O:17])[CH3:16]. Procedure details: To a solution of 0.14 g of 2-amino-5-[(4-acetyl-3-hydroxy-2-propylbenzyl)thio]-1,3,4-thiadiazole obtained in Example 5 and 0.15 g of mono-p-methoxybenzyl malonate in 3 ml of pyridine were added 0.15 g of dicyclohexylcarbodiimide and a catalytic amount of p-toluenesulfonic acid. The resultant mixture was stirred at room temperature for 6 hours. During the stirring, 0.15 g each of mono-p-methoxybenzyl malonate and dicyclohexylcarbodiimide were supplemented to the system. After completion of the re... Reactants: O=C([O-])[O-], CCO, Fc1ccc(-c2nc(CCl)cs2)cc1, [I-], [K+], [K+], [K+], O=C(CO)c1ccccc1. Product: O=C(COCc1csc(-c2ccc(F)cc2)n1)c1ccccc1. RXN SMILES: [C:25](=[O:26])([O-:27])[O-:28].[CH3:33][CH2:34][OH:35].[Cl:1][CH2:2][c:3]1[n:4][c:5](-[c:8]2[cH:9][cH:10][c:11]([F:14])[cH:12][cH:13]2)[s:6][cH:7]1.[I-:32].[K+:29].[K+:30].[K+:31].[OH:15][CH2:16][C:17](=[O:18])[c:19]1[cH:20][cH:21][cH:22][cH:23][cH:24]1>>[CH2:2]([c:3]1[n:4][c:5](-[c:8]2[cH:9][cH:10][c:11]([F:14])[cH:12][cH:13]2)[s:6][cH:7]1)[O:15][CH2:16][C:17](=[O:18])[c:19]1[cH:20][cH:21][cH:22][cH:23][cH:24]1. Starting materials: NC=1C=C(C=CC1)[B] (3-amino-phenylboron), Tetrakis-triphenylphosphine palladium, C([O-])([O-])=O.[Na+].[Na+] (sodium carbonate), C(C)OC=1C=C(CC=2C(=NC(=NC2)N)N)C=C(C1I)OCC (5-(3,5-Diethoxy-4-iodo-benzyl)-pyrimidine-2,4-diamine). Run in C(C)O (ethanol), C(OC)COC (dimethoxyethane), C(OC)COC (dimethoxyethane). Run at time 15 minute. Product: NC=1C=C(C=CC1)C1=C(C=C(C=C1OCC)CC=1C(=NC(=NC1)N)N)OCC (5-(3′-Amino-2,6-diethoxy-biphenyl-4-ylmethyl)-pyrimidine-2,4-diamine). Reaction SMILES: [CH2:1]([O:3][C:4]1[CH:5]=[C:6]([CH:16]=[C:17]([O:20][CH2:21][CH3:22])[C:18]=1I)[CH2:7][C:8]1[C:9]([NH2:15])=[N:10][C:11]([NH2:14])=[N:12][CH:13]=1)[CH3:2].[NH2:23][C:24]1[CH:25]=[C:26]([B])[CH:27]=[CH:28][CH:29]=1.C(=O)([O-])[O-].[Na+].[Na+]>C(COC)OC.C(O)C>[NH2:23][C:24]1[CH:29]=[C:28]([C:18]2[C:4]([O:3][CH2:1][CH3:2])=[CH:5][C:6]([CH2:7][C:8]3[C:9]([NH2:15])=[N:10][C:11]([NH2:14])=[N:12][CH:13]=3)=[CH:16][C:17]=2[O:20][CH2:21][CH3:22])[CH:27]=[CH:26][CH:25]=1 |f:2.3.4,^3:26|. Reported procedure: Tetrakis-triphenylphosphine-palladium (555 mg; 0.48 mmol) is suspended in dimethoxyethane (7 ml) while gassing with argon, and 5-(3,5-diethoxy-4-iodo-benzyl)-pyrimidine-2,4-diamine (example 1) (4.14 g; 10 mmol) in dimethoxyethane (60 ml) is added. After stirring for 15 minutes at room temperature, 3-amino-phenylboron acid monnohydrate (2.37 g; 15 mmol) in ethanol (17 ml) is added, the mixture is stirred at room temperature for a further 10 minutes, aqueous 2 M sodium carbonate solution (44 ml) i...